From a dataset of the Open Reaction Database (ORD), a public repository of structured organic reaction records. describe an organic reaction: reactants, conditions, products, and yield The reactants are O1CCCC1 (tetrahydrofuran), C(CCCCCC)[Mg]Cl (n-heptylmagnesium chloride), [Cl-].[NH4+] (ammonium chloride), ClC1=CC=CC=C1 (chlorobenzene). The reagents and catalysts are [Cl-].[Zn+2].[Cl-] (zinc chloride). Solvent: C1(=CC=CC=C1)C (toluene), CN1C(CCC1)=O (N-methylpyrrolidinone). Yields the product C1(=CC=CC=C1)CCCCCCC (1-phenylheptane). Reaction SMILES: O1CCCC1.[CH2:6]([Mg]Cl)[CH2:7][CH2:8][CH2:9][CH2:10][CH2:11][CH3:12].Cl[C:16]1[CH:21]=[CH:20][CH:19]=[CH:18][CH:17]=1.[Cl-].[NH4+]>[Cl-].[Zn+2].[Cl-].C1(C)C=CC=CC=1.CN1CCCC1=O>[C:16]1([CH2:6][CH2:7][CH2:8][CH2:9][CH2:10][CH2:11][CH3:12])[CH:21]=[CH:20][CH:19]=[CH:18][CH:17]=1 |f:3.4,5.6.7|. Reported procedure: A 50-ml four-necked flask was equipped with a stirrer, a thermometer, a dropping funnel and a reflux condenser. 1.090 g (8 mmol) of zinc chloride and 4 ml of N-methylpyrrolidinone were weighed in the flask. The flask was purged with argon, followed by stirring. 3.5 ml (7 mmol) of 2M tetrahydrofuran solution of n-heptylmagnesium chloride was added dropwise at 25° C. over a period of 30 minutes, followed by stirring at 25° C. for 30 minutes. The reaction liquid previously obtained was added, follo...